Dataset: the Open Reaction Database (ORD), a public repository of structured organic reaction records. Task: describe an organic reaction: reactants, conditions, products, and yield Reactants: O (Water), S(=O)(=O)(O)[O-].[K+] (potassium hydrogen sulfate), FC1=C2CN(CC2=CC=C1)C(=O)O[C@@H]1C[C@@H]2N(C([C@H](CCOCC\C=C/[C@H]3[C@](NC2=O)(C3)C(NS(=O)(=O)C3CC3)=O)NC(=O)OC(C)(C)C)=O)C1 ((2R,6S,13aS,14aR,16aS,Z)-6-(tert-butoxycarbonylamino)-14a-(cyclopropylsulfonylcarbamoyl)-5,16-dioxo-2,3,5,6,7,8,10,11,13a,14,14a,15,16,16a-tetradecahydro-1H-cyclopropa(j)pyrrolo[1,2-f][1,6,9]oxadiazacyclopentadecin-2-yl 4-fluoroisoindoline-2-carboxylate), Rh Al, [H][H] (hydrogen). The solvent is C(C)(=O)OCC (Ethyl acetate). Run at time 16 hour. The product is FC1=C2CN(CC2=CC=C1)C(=O)O[C@@H]1C[C@@H]2N(C([C@H](CCOCCCC[C@H]3[C@](NC2=O)(C3)C(NS(=O)(=O)C3CC3)=O)NC(=O)OC(C)(C)C)=O)C1 ((2R,6S,13aR,14aR,16aS)-6-(tert-butoxycarbonylamino)-14a-(cyclopropylsulfonylcarbamoyl)-5,16-dioxohexadecahydro-1H-cyclopropa(j)pyrrolo[1,2-f][1,6,9]oxadiazacyclopentadecin-2-yl 4-fluoroisoindoline-2-carboxylate). Isolated yield 38.1%. RXN SMILES: [F:1][C:2]1[CH:10]=[CH:9][CH:8]=[C:7]2[C:3]=1[CH2:4][N:5]([C:11]([O:13][C@H:14]1[CH2:51][N:17]3[C:18](=[O:50])[C@@H:19]([NH:42][C:43]([O:45][C:46]([CH3:49])([CH3:48])[CH3:47])=[O:44])[CH2:20][CH2:21][O:22][CH2:23][CH2:24][CH:25]=[CH:26][C@@H:27]4[CH2:32][C@@:28]4([C:33](=[O:41])[NH:34][S:35]([CH:38]4[CH2:40][CH2:39]4)(=[O:37])=[O:36])[NH:29][C:30](=[O:31])[C@@H:16]3[CH2:15]1)=[O:12])[CH2:6]2.[H][H].O.S([O-])(O)(=O)=O.[K+]>C(OCC)(=O)C>[F:1][C:2]1[CH:10]=[CH:9][CH:8]=[C:7]2[C:3]=1[CH2:4][N:5]([C:11]([O:13][C@H:14]1[CH2:51][N:17]3[C:18](=[O:50])[C@@H:19]([NH:42][C:43]([O:45][C:46]([CH3:47])([CH3:48])[CH3:49])=[O:44])[CH2:20][CH2:21][O:22][CH2:23][CH2:24][CH2:25][CH2:26][C@@H:27]4[CH2:32][C@@:28]4([C:33](=[O:41])[NH:34][S:35]([CH:38]4[CH2:40][CH2:39]4)(=[O:36])=[O:37])[NH:29][C:30](=[O:31])[C@@H:16]3[CH2:15]1)=[O:12])[CH2:6]2 |f:3.4|. Procedure: (2R,6S,13aS,14aR,16aS,Z)-6-(tert-butoxycarbonylamino)-14a-(cyclopropylsulfonylcarbamoyl)-5,16-dioxo-2,3,5,6,7,8,10,11,13a,14,14a,15,16,16a-tetradecahydro-1H-cyclopropa(j)pyrrolo[1,2-f][1,6,9]oxadiazacyclopentadecin-2-yl 4-fluoroisoindoline-2-carboxylate (0.037 g, 0.050 mmol) and Rh/Al (5%) (0.021 g, 0.010 mmol) in Ethyl acetate (5 mL) was charged with 1 atmosphere of hydrogen and stirred for 16 hrs. Water (3 mL) and saturated potassium hydrogen sulfate (3 mL) was added and stirred for 10 minutes...